Dataset: the Open Reaction Database (ORD), a public repository of structured organic reaction records. Task: describe an organic reaction: reactants, conditions, products, and yield The reactants are C(#N)N1CCC(CC1)N(C(C1=CC=C(C=C1)C1=CN=CO1)=O)C1CC1 (N-(1-cyano-piperidin-4-yl)-N-cyclopropyl-4-oxazol-5-yl-benzamide), ONC(=N)C1=NC=CC=C1 (N-hydroxy-pyridine-2-carboxamidine). The product is C1(CC1)N(C(C1=CC=C(C=C1)C1=CN=CO1)=O)C1CCN(CC1)C1=NC(=NO1)C1=NC=CC=C1 (N-Cyclopropyl-4-oxazol-5-yl-N-[1-(3-pyridin-2-yl-[1,2,4]oxadiazol-5-yl)-piperidin-4-yl]-benzamide). Reaction SMILES: [C:1]([N:3]1[CH2:8][CH2:7][CH:6]([N:9]([CH:23]2[CH2:25][CH2:24]2)[C:10](=[O:22])[C:11]2[CH:16]=[CH:15][C:14]([C:17]3[O:21][CH:20]=[N:19][CH:18]=3)=[CH:13][CH:12]=2)[CH2:5][CH2:4]1)#[N:2].[OH:26][NH:27][C:28]([C:30]1[CH:35]=[CH:34][CH:33]=[CH:32][N:31]=1)=N>>[CH:23]1([N:9]([CH:6]2[CH2:5][CH2:4][N:3]([C:1]3[O:26][N:27]=[C:28]([C:30]4[CH:35]=[CH:34][CH:33]=[CH:32][N:31]=4)[N:2]=3)[CH2:8][CH2:7]2)[C:10](=[O:22])[C:11]2[CH:12]=[CH:13][C:14]([C:17]3[O:21][CH:20]=[N:19][CH:18]=3)=[CH:15][CH:16]=2)[CH2:25][CH2:24]1. Reported procedure: The title compound is prepared from N-(1-cyano-piperidin-4-yl)-N-cyclopropyl-4-oxazol-5-yl-benzamide and N-hydroxy-pyridine-2-carboxamidine following a procedure analogous to that described in Example 1. LC (method 6): tR=1.60 min; Mass spectrum (ESI+): m/z=457 [M+H]+. Yields the product OCCCCCNc1nccc2cc3c(cc12)OCO3. RXN SMILES: [CH3:28][OH:29].[Cl:1][c:2]1[n:3][cH:4][cH:5][c:6]2[cH:7][c:8]3[c:9]([cH:10][c:11]12)[O:12][CH2:13][O:14]3.[Na+:22].[Na+:23].[O-:24][C:25](=[O:26])[O-:27].[OH:15][CH2:16][CH2:17][CH2:18][CH2:19][CH2:20][NH2:21]>>[c:2]1([NH:21][CH2:20][CH2:19][CH2:18][CH2:17][CH2:16][OH:15])[n:3][cH:4][cH:5][c:6]2[cH:7][c:8]3[c:9]([cH:10][c:11]12)[O:12][CH2:13][O:14]3. Reactants: CO, Clc1nccc2cc3c(cc12)OCO3, [Na+], [Na+], O=C([O-])[O-], NCCCCCO. The reactants are [N+]1(=CC=CC=C1)[O-] (pyridine oxide), FC=1C=C(C=CC1C=1C=NC(=CC1)C=1N=NN(N1)C)N1C(O[C@H](C1)CN1N=NC=C1)=O ((5R)-3-(3-Fluoro-4-(6-(2-methyl-2H-tetrazol-5-yl)pyrid-3-yl)phenyl)-5-(1H-1,2,3-triazol-1-ylmethyl)-1,3-oxazolidin-2-one), C([O-])([O-])=O.[K+].[K+] (potassium carbonate). The reagents and catalysts are C1(=CC=CC=C1)P(C1=CC=CC=C1)(C1=CC=CC=C1)[Pd-4](P(C1=CC=CC=C1)(C1=CC=CC=C1)C1=CC=CC=C1)(P(C1=CC=CC=C1)(C1=CC=CC=C1)C1=CC=CC=C1)P(C1=CC=CC=C1)(C1=CC=CC=C1)C1=CC=CC=C1 (tetrakis(triphenylphosphino)palladium(0)). Solvent: O (water), C1CCOC1 (THF), O (water). Run at temperature 75 celsius. Yields the product FC=1C=C(C=CC1C=1C=[N+](C(=CC1)C=1N=NN(N1)C)[O-])N1C(O[C@H](C1)CN1N=NC=C1)=O ((5R)-3-{3-Fluoro-4-[6-(2-methyl-2H-tetrazol-5-yl)-1-oxidopyridin-3-yl]phenyl}-5-(1H-1,2,3-triazol-1-ylmethyl)-1,3-oxazolidin-2-one). Reaction SMILES: [N+]1([O-:7])C=CC=CC=1.[F:8][C:9]1[CH:10]=[C:11]([N:27]2[CH2:31][C@H:30]([CH2:32][N:33]3[CH:37]=[CH:36][N:35]=[N:34]3)[O:29][C:28]2=[O:38])[CH:12]=[CH:13][C:14]=1[C:15]1[CH:16]=[N:17][C:18]([C:21]2[N:22]=[N:23][N:24]([CH3:26])[N:25]=2)=[CH:19][CH:20]=1.C(=O)([O-])[O-].[K+].[K+]>C1COCC1.O.C1(P([Pd-4](P(C2C=CC=CC=2)(C2C=CC=CC=2)C2C=CC=CC=2)(P(C2C=CC=CC=2)(C2C=CC=CC=2)C2C=CC=CC=2)P(C2C=CC=CC=2)(C2C=CC=CC=2)C2C=CC=CC=2)(C2C=CC=CC=2)C2C=CC=CC=2)C=CC=CC=1>[F:8][C:9]1[CH:10]=[C:11]([N:27]2[CH2:31][C@H:30]([CH2:32][N:33]3[CH:37]=[CH:36][N:35]=[N:34]3)[O:29][C:28]2=[O:38])[CH:12]=[CH:13][C:14]=1[C:15]1[CH:16]=[N+:17]([O-:7])[C:18]([C:21]2[N:22]=[N:23][N:24]([CH3:26])[N:25]=2)=[CH:19][CH:20]=1 |f:2.3.4|. Procedure details: The above sample of pyridine oxide was combined with (5R)-3-[3-fluoro-4-(4,4,5,5-tetramethyl-1,3,2-dioxaborolan-2-yl)phenyl]-5-(1H-1,2,3-triazol-1-ylmethyl)-1,3-oxazolidin-2-one (335 mg, 0.86 mMol, prepared as in Example 1), potassium carbonate (400 mg, 2.9 mMol), and tetrakis(triphenylphosphino)palladium(0) (80 mg, 0.07 mMol) and suspended in THF (10 ml) and water (1 ml). The mixture was heated at 75° C. for 2 hours, then diluted with water. The precipitated solids were collected on a filter, r... The reactants are C(CC(=O)[O-])(=O)OCC (mono-ethyl malonate), C[Mg]Br (methyl magnesium bromide), Cl.BrC=1N=CN(C1C(=O)Cl)C1=C(C=C(C=C1)C)C (4-bromo-1-(2,4-dimethylphenyl)-1H-imidazole-5-carbonyl chloride hydrochloride). The solvent is C1CCOC1 (THF), C1CCOC1 (THF). Run at time 30 minute. Product: BrC=1N=CN(C1C(CC(=O)OCC)=O)C1=C(C=C(C=C1)C)C (Ethyl 3-[4-bromo-1-(2,4-dimethylphenyl)-1H-imidazol-5-yl]-3-oxopropanoate). The yield is 93.9%. As a reaction SMILES: [C:1]([O:7][CH2:8][CH3:9])(=[O:6])[CH2:2][C:3]([O-:5])=O.C[Mg]Br.Cl.[Br:14][C:15]1[N:16]=[CH:17][N:18]([C:23]2[CH:28]=[CH:27][C:26]([CH3:29])=[CH:25][C:24]=2[CH3:30])[C:19]=1C(Cl)=O>C1COCC1>[Br:14][C:15]1[N:16]=[CH:17][N:18]([C:23]2[CH:28]=[CH:27][C:26]([CH3:29])=[CH:25][C:24]=2[CH3:30])[C:19]=1[C:3](=[O:5])[CH2:2][C:1]([O:7][CH2:8][CH3:9])=[O:6] |f:2.3|. Procedure details: To 1.6 mL (14 mmol) of mono-ethyl malonate in 35 mL of THF at 0° C. was added 9.3 mL (28 mmol) of 3.0 M methyl magnesium bromide (ether solution). The dianion solution was stirred for 30 min before adding 1.2 g (3.5 mmol) of 4-bromo-1-(2,4-dimethylphenyl)-1H-imidazole-5-carbonyl chloride hydrochloride in 50 mL of THF dropwise. The cooling bath was then removed and the mixture was allowed to stir at room temperature for 3 h. The reaction was quenched by pouring onto ice and was extracted with eth... Starting materials: C(#CCCCCCC)C1=CC=C(C=O)C=C1 (4-oct-1-ynylbenzaldehyde), ClC=1C=C(C=CC1)CCN ([2-(3-chlorophenyl)ethyl]amine). Yields the product ClC=1C=C(C=CC1)CCNCC1=CC=C(C=C1)C#CCCCCCC (N-[2-(3-chlorophenyl)ethyl]-N-(4-oct-1-ynylbenzyl)amine). Yield: 62.0%. RXN SMILES: [C:1]([C:9]1[CH:16]=[CH:15][C:12]([CH:13]=O)=[CH:11][CH:10]=1)#[C:2][CH2:3][CH2:4][CH2:5][CH2:6][CH2:7][CH3:8].[Cl:17][C:18]1[CH:19]=[C:20]([CH2:24][CH2:25][NH2:26])[CH:21]=[CH:22][CH:23]=1>>[Cl:17][C:18]1[CH:19]=[C:20]([CH2:24][CH2:25][NH:26][CH2:13][C:12]2[CH:15]=[CH:16][C:9]([C:1]#[C:2][CH2:3][CH2:4][CH2:5][CH2:6][CH2:7][CH3:8])=[CH:10][CH:11]=2)[CH:21]=[CH:22][CH:23]=1. Procedure details: The same procedure as employed in the preparation of Example 1 (step a) but using 4-oct-1-ynylbenzaldehyde and [2-(3-chlorophenyl)ethyl]amine gave the title compound as a colorless oil (62%). 1H NMR (CDCl3, 300 MHz) δ 7.26 (d, J=8.3 Hz, 2H), 7.19-7.08 (m, 5H), 7.03-6.96 (m, 1H), 3.71 (s, 2H), 2.83-2.67 (m, 2H), 2.32 (t, J=7.2 Hz, 2H), 1.63-1.44 to (m, 2H), 1.44-1.31 (m, 2H), 1.31-1.15 (m, 6H), 0.83 (t, J=8.3 Hz, 3H). M+(LC/MS(ESI)): 354.4. HPLC (Condition A), Rt: 4.31 min (HPLC purity: 97.5%). Starting materials: Cl.N[C@@H](CC1=CC=C(C=C1)O)C(=O)NCC(=O)NCC(=O)N[C@@H](CC1=CNC2=CC=CC=C12)C(=O)N[C@@H](CCSC)C(=O)O (L-tyrosylglycylglycyl-L-tryptophyl-L-methionine hydrochloride), C(C)(=O)[O-] (acetate). The solvent is C(C)(=O)O (acetic acid). The product is C(C)(=O)O.N[C@@H](CC1=CC=C(C=C1)O)C(=O)NCC(=O)NCC(=O)N[C@@H](CC1=CNC2=CC=CC=C12)C(=O)N[C@@H](CCSC)C(=O)O (L-tyrosylglycylglycyl-L-tryptophyl-L-methionine acetic acid salt). Reaction SMILES: Cl.[NH2:2][C@H:3]([C:12]([NH:14][CH2:15][C:16]([NH:18][CH2:19][C:20]([NH:22][C@H:23]([C:34]([NH:36][C@H:37]([C:42]([OH:44])=[O:43])[CH2:38][CH2:39][S:40][CH3:41])=[O:35])[CH2:24][C:25]1[C:33]2[C:28](=[CH:29][CH:30]=[CH:31][CH:32]=2)[NH:27][CH:26]=1)=[O:21])=[O:17])=[O:13])[CH2:4][C:5]1[CH:10]=[CH:9][C:8]([OH:11])=[CH:7][CH:6]=1.C([O-])(=O)C>C(O)(=O)C>[C:42]([OH:44])(=[O:43])[CH3:37].[NH2:2][C@H:3]([C:12]([NH:14][CH2:15][C:16]([NH:18][CH2:19][C:20]([NH:22][C@H:23]([C:34]([NH:36][C@H:37]([C:42]([OH:44])=[O:43])[CH2:38][CH2:39][S:40][CH3:41])=[O:35])[CH2:24][C:25]1[C:33]2[C:28](=[CH:29][CH:30]=[CH:31][CH:32]=2)[NH:27][CH:26]=1)=[O:21])=[O:17])=[O:13])[CH2:4][C:5]1[CH:10]=[CH:9][C:8]([OH:11])=[CH:7][CH:6]=1 |f:0.1,4.5|. Reported procedure: 17.3 Parts L-tyrosylglycylglycyl-L-tryptophyl-L-methionine hydrochloride is dissolved in 250 parts by volume of 20% acetic acid and passed slowly through an IR-45 ion exchange column in the acetate form. The column is washed with 20% acetic acid until no more peptide is eluted. Fractions containing the product are combined and the solvent removed by stripping under reduced pressure at room temperature. The residual glass is dissolved in 75 parts water and lyophilized to give L-tyrosylglycylglycy... Reactants: BrC=1C=CC(=NC1)NC1=C(C=C(C=C1)OC)NC(C(F)(F)F)=O (N-[2-(5-Bromo-pyridin-2-ylamino)-5-methoxy-phenyl]-2,2,2-trifluoro-acetamide), O(C(=O)C(F)(F)F)C(=O)C(F)(F)F ((CF3CO)2O). Run in C1(=CC=CC=C1)C (toluene). Reaction conditions: time 8 hour. Product: BrC=1C=CC(=NC1)N1C(=NC2=C1C=CC(=C2)OC)C(F)(F)F (1-(5-Bromo-pyridin-2-yl)-5-methoxy-2-trifluoromethyl-1H-benzoimidazole). The yield is 7.5%. As a reaction SMILES: [Br:1][C:2]1[CH:3]=[CH:4][C:5]([NH:8][C:9]2[CH:14]=[CH:13][C:12]([O:15][CH3:16])=[CH:11][C:10]=2[NH:17][C:18](=O)[C:19]([F:22])([F:21])[F:20])=[N:6][CH:7]=1.O(C(C(F)(F)F)=O)C(C(F)(F)F)=O>C1(C)C=CC=CC=1>[Br:1][C:2]1[CH:3]=[CH:4][C:5]([N:8]2[C:9]3[CH:14]=[CH:13][C:12]([O:15][CH3:16])=[CH:11][C:10]=3[N:17]=[C:18]2[C:19]([F:22])([F:21])[F:20])=[N:6][CH:7]=1. Reported procedure: To a solution of N-[2-(5-Bromo-pyridin-2-ylamino)-5-methoxy-phenyl]-2,2,2-trifluoro-acetamide (70 mg, 0.18 mmol) in toluene (15 mL) was added (CF3CO)2O (6 mL). The resulting solution was allowed to stir overnight at reflux. The volatile components were then removed under reduced pressure and the residue was purified by SGC using 1:7 EtOAc/petroleum ether as eluents to provide 5 mg (6%) of 1-(5-Bromo-pyridin-2-yl)-5-methoxy-2-trifluoromethyl-1H-benzoimidazole (cc) as a white solid. 1HNMR (400 MHz...